Dataset: the Open Reaction Database (ORD), a public repository of structured organic reaction records. Task: describe an organic reaction: reactants, conditions, products, and yield Starting materials: COC(=O)c1ccc(S(=O)(=O)NC(CC(=O)OC(C)(C)C)C(N)=O)c(OCc2ccccc2)c1, CCO. Yields the product COC(=O)c1ccc(S(=O)(=O)NC(CC(=O)OC(C)(C)C)C(N)=O)c(O)c1. Reaction SMILES: [CH3:1][O:2][C:3]([c:4]1[cH:5][c:6]([O:26][CH2:27][c:28]2[cH:29][cH:30][cH:31][cH:32][cH:33]2)[c:7]([S:10]([NH:11][CH:12]([CH2:13][C:14](=[O:15])[O:16][C:17]([CH3:18])([CH3:19])[CH3:20])[C:21]([NH2:22])=[O:23])(=[O:24])=[O:25])[cH:8][cH:9]1)=[O:34].[CH3:35][CH2:36][OH:37]>>[CH3:1][O:2][C:3]([c:4]1[cH:5][c:6]([OH:26])[c:7]([S:10]([NH:11][CH:12]([CH2:13][C:14](=[O:15])[O:16][C:17]([CH3:18])([CH3:19])[CH3:20])[C:21]([NH2:22])=[O:23])(=[O:24])=[O:25])[cH:8][cH:9]1)=[O:34]. Reactants: COC(C1=CC(=CC=C1)CBr)=O (3-(bromomethyl)benzoic acid methyl ester), [C-]#N.[Na+] (NaCN), O (water). Solvent: CN(C)C=O (DMF). Run at time 8 hour. The product is C(#N)CC=1C=C(C(=O)OC)C=CC1 (methyl 3-(cyanomethyl)benzoate). The yield is 89.0%. As a reaction SMILES: [CH3:1][O:2][C:3](=[O:12])[C:4]1[CH:9]=[CH:8][CH:7]=[C:6]([CH2:10]Br)[CH:5]=1.[C-:13]#[N:14].[Na+].O>CN(C=O)C>[C:13]([CH2:10][C:6]1[CH:5]=[C:4]([CH:9]=[CH:8][CH:7]=1)[C:3]([O:2][CH3:1])=[O:12])#[N:14] |f:1.2|. Procedure details: To a solution of 3-(bromomethyl)benzoic acid methyl ester (25 g, 109 mmol) in DMF (250 mL) was added NaCN (5.4 g, 109 mmol). The reaction mixture was stirred overnight at rt. The mixture was poured into water (1.5 L), followed by the extraction with TBME (2×500 mL). The combined organic layers were washed with water, brine, dried (Na2SO4), filtered and evaporated under reduced pressure to yield methyl 3-(cyanomethyl)benzoate 1 (17 g, 89%). 1H-NMR (400 MHz, CDCl3) 3.82 (s, 2H), 3.94 (s, 3H), 7.48... Starting materials: NC=1C(N(C(N(C1N)C1=CC=C(C=C1)F)=O)C)=O (5,6-diamino-1-(4-fluorophenyl)-3-methyluracil), N(=O)[O-].[Na+] (sodium nitrite), NC1=CC(N(C(N1C1=CC=C(C=C1)F)=O)C)=O (6-amino-3-methyl-1-(4-fluorophenyl)uracil), FC1=CC=C(C=C1)N=C=O (4-fluorophenyl isocyanate), CN (methylamine), [H][H] (hydrogen), NC(=O)N (urea), C(#N)CC(=O)O (cyanoacetic acid). Product: CNC(=O)NC1=CC=C(C=C1)F (N-Methyl-N'-(4-fluorophenyl)urea). RXN SMILES: FC1C=CC(N=C=O)=CC=1.CN.NC(N)=O.C(CC(O)=O)#N.N([O-])=O.[Na+].NC1[N:33]([C:34]2[CH:39]=[CH:38][C:37]([F:40])=[CH:36][CH:35]=2)[C:32](=[O:41])[N:31](C)[C:30](=O)C=1.[H][H].NC1C(=O)N(C)C(=O)N(C2C=CC(F)=CC=2)C=1N>>[CH3:30][NH:31][C:32]([NH:33][C:34]1[CH:39]=[CH:38][C:37]([F:40])=[CH:36][CH:35]=1)=[O:41] |f:4.5|. Procedure: N-Methyl-N'-(4-fluorophenyl)urea was prepared preliminarily from 4-fluorophenyl isocyanate and methylamine by the same procedure as in Reference Example 1. The urea compound as the starting material was reacted with cyanoacetic acid to form a uracil ring. Using sodium nitrite a nitroso group was introduced into the 5-position of the uracil ring in the obtained 6-amino-3-methyl-1-(4-fluorophenyl)uracil and then reduced with hydrogen gas to prepare 5,6-diamino-1-(4-fluorophenyl)-3-methyluracil. Starting materials: solution, B#B (diborane), FC1=C(C=C(C=C1)[N+](=O)[O-])C=1C=C(C(=O)O)C=CC1 (3-(2-fluoro-5-nitrophenyl)-benzoic acid). Run in O1CCCC1 (tetrahydrofuran), O1CCCC1 (tetrahydrofuran). Reaction conditions: time 12 hour. Yields the product FC1=C(C=C(C=C1)[N+](=O)[O-])C=1C=C(CO)C=CC1 (3-(2-Fluoro-5-nitrophenyl)-benzyl alcohol). Yield: 64.7%. RXN SMILES: B#B.[F:3][C:4]1[CH:9]=[CH:8][C:7]([N+:10]([O-:12])=[O:11])=[CH:6][C:5]=1[C:13]1[CH:14]=[C:15]([CH:19]=[CH:20][CH:21]=1)[C:16](O)=[O:17]>O1CCCC1>[F:3][C:4]1[CH:9]=[CH:8][C:7]([N+:10]([O-:12])=[O:11])=[CH:6][C:5]=1[C:13]1[CH:14]=[C:15]([CH:19]=[CH:20][CH:21]=1)[CH2:16][OH:17]. Reported procedure: A 1M solution (200 ml) of diborane in tetrahydrofuran was added to a stirred solution of 3-(2-fluoro-5-nitrophenyl)-benzoic acid (6.6 g) in 500 ml tetrahydrofuran. The reaction mixture was stirred at room temperature for 12 hours and then quenched with water and extracted with ethyl acetate. The organic extracts were dried and evaporated to yield a yellow solid which was purified by elution on silica gel with 40% ethyl acetate/hexanes. This gave the pure required product as a yellow solid (4.04 ... Reaction SMILES: [Br:1][C:2]1[CH:3]=[C:4]([NH:8][NH2:9])[CH:5]=[CH:6][CH:7]=1.Cl.[C:11]1(NN)[CH:16]=CC=[CH:13][CH:12]=1>>[Br:1][C:2]1[CH:3]=[C:4]([N:8]2[CH:16]=[CH:11][C:12]([CH3:13])=[N:9]2)[CH:5]=[CH:6][CH:7]=1. Procedure details: This compound was prepared by the same methodology described for EXAMPLE 1 with 3-bromophenyl hydrazine.HCl substituted for phenyl hydrazine. There was obtained 1-(3-bromophenyl)-3-methyl-1H-pyrazole-5-[(2′-aminosulfonyl-[1,1′]-biphen-4-yl)carboxyamide; HRMS(M+H)+ calc. 511.043949; found: 511.043295. The reactants are BrC=1C=C(C=CC1)NN (3-bromophenyl hydrazine), Cl (HCl), C1(=CC=CC=C1)NN (phenyl hydrazine). Product: BrC=1C=C(C=CC1)N1N=C(C=C1)C (1-(3-bromophenyl)-3-methyl-1H-pyrazole). Starting materials: C1COCCN1, C[Si](C)(C)[N-][Si](C)(C)C, [Li+], O=C(C=Cc1ccccc1)C=Cc1ccccc1, C1COCCO1, O=C(C=Cc1ccccc1)C=Cc1ccccc1, O=C(C=Cc1ccccc1)C=Cc1ccccc1, [Pd], [Pd], CC(C)(C)P(c1ccccc1-c1ccccc1)C(C)(C)C, O=C(Nc1ccc2cccnc2c1)c1ccc2cc(Br)ccc2c1. The product is O=C(Nc1ccc2cccnc2c1)c1ccc2cc(N3CCOCC3)ccc2c1. As a reaction SMILES: [CH2:46]1[CH2:47][O:48][CH2:49][CH2:50][NH:51]1.[CH3:52][Si:53]([N-:54][Si:55]([CH3:56])([CH3:57])[CH3:58])([CH3:59])[CH3:60].[Li+:61].[O:106]=[C:107]([CH:108]=[CH:109][c:110]1[cH:111][cH:112][cH:113][cH:114][cH:115]1)[CH:116]=[CH:117][c:118]1[cH:119][cH:120][cH:121][cH:122][cH:123]1.[O:62]1[CH2:63][CH2:64][O:65][CH2:66][CH2:67]1.[O:70]=[C:71]([CH:72]=[CH:73][c:74]1[cH:75][cH:76][cH:77][cH:78][cH:79]1)[CH:80]=[CH:81][c:82]1[cH:83][cH:84][cH:85][cH:86][cH:87]1.[O:88]=[C:89]([CH:90]=[CH:91][c:92]1[cH:93][cH:94][cH:95][cH:96][cH:97]1)[CH:98]=[CH:99][c:100]1[cH:101][cH:102][cH:103][cH:104][cH:105]1.[Pd:68].[Pd:69].[c:25]1(-[c:26]2[cH:27][cH:28][cH:29][cH:30][cH:31]2)[cH:32][cH:33][cH:34][cH:35][c:36]1[P:37]([C:38]([CH3:39])([CH3:40])[CH3:41])[C:42]([CH3:43])([CH3:44])[CH3:45].[n:1]1[cH:2][cH:3][cH:4][c:5]2[cH:6][cH:7][c:8]([NH:11][C:12](=[O:13])[c:14]3[cH:15][c:16]4[cH:17][cH:18][c:19]([Br:24])[cH:20][c:21]4[cH:22][cH:23]3)[cH:9][c:10]12>>[n:1]1[cH:2][cH:3][cH:4][c:5]2[cH:6][cH:7][c:8]([NH:11][C:12](=[O:13])[c:14]3[cH:15][c:16]4[cH:17][cH:18][c:19]([N:51]5[CH2:46][CH2:47][O:48][CH2:49][CH2:50]5)[cH:20][c:21]4[cH:22][cH:23]3)[cH:9][c:10]12. Starting materials: N([C@@H](COCC1=CC=CC=C1)C(=O)N[C@@H]([C@H](OCC1=CC=CC=C1)C)C(=O)N[C@@H](CCC(O)=O)C(=O)OCC1=CC=CC=C1)C(=O)OC(C)(C)C (Boc-Ser(Bzl)-Thr(Bzl)-Glu-OBzl), N(CC(=O)N[C@@H](C)C(=O)N[C@@H](COCC1=CC=CC=C1)C(=O)N[C@@H](CC(C)C)C(=O)NN)C(=O)OC(C)(C)C (Boc-Gly-Ala-Ser(Bzl)-Leu-NHNH2). Product: N(CC(=O)N[C@@H](C)C(=O)N[C@@H](COCC1=CC=CC=C1)C(=O)N[C@@H](CC(C)C)C(=O)N[C@@H](COCC1=CC=CC=C1)C(=O)N[C@@H]([C@H](OCC1=CC=CC=C1)C)C(=O)N[C@@H](CCC(O)=O)C(=O)OCC1=CC=CC=C1)C(=O)OC(C)(C)C (Boc-Gly-Ala-Ser(Bzl)-Leu-Ser(Bzl)-Thr(Bzl)-Glu-OBzl). The yield is 76.8%. Reaction SMILES: N(C(OC(C)(C)C)=O)[C@H:2]([C:12]([NH:14][C@H:15]([C:26]([NH:28][C@H:29]([C:35]([O:37][CH2:38][C:39]1[CH:44]=[CH:43][CH:42]=[CH:41][CH:40]=1)=[O:36])[CH2:30][CH2:31][C:32](=[O:34])[OH:33])=[O:27])[C@@H:16]([CH3:25])[O:17][CH2:18][C:19]1[CH:24]=[CH:23][CH:22]=[CH:21][CH:20]=1)=[O:13])[CH2:3][O:4][CH2:5][C:6]1[CH:11]=[CH:10][CH:9]=[CH:8][CH:7]=1.[NH:52]([C:84]([O:86][C:87]([CH3:90])([CH3:89])[CH3:88])=[O:85])[CH2:53][C:54]([NH:56][C@H:57]([C:59]([NH:61][C@H:62]([C:72]([NH:74][C@H:75]([C:80]([NH:82]N)=[O:81])[CH2:76][CH:77]([CH3:79])[CH3:78])=[O:73])[CH2:63][O:64][CH2:65][C:66]1[CH:71]=[CH:70][CH:69]=[CH:68][CH:67]=1)=[O:60])[CH3:58])=[O:55]>>[NH:52]([C:84]([O:86][C:87]([CH3:90])([CH3:89])[CH3:88])=[O:85])[CH2:53][C:54]([NH:56][C@H:57]([C:59]([NH:61][C@H:62]([C:72]([NH:74][C@H:75]([C:80]([NH:82][C@H:2]([C:12]([NH:14][C@H:15]([C:26]([NH:28][C@H:29]([C:35]([O:37][CH2:38][C:39]1[CH:44]=[CH:43][CH:42]=[CH:41][CH:40]=1)=[O:36])[CH2:30][CH2:31][C:32](=[O:33])[OH:34])=[O:27])[C@@H:16]([CH3:25])[O:17][CH2:18][C:19]1[CH:20]=[CH:21][CH:22]=[CH:23][CH:24]=1)=[O:13])[CH2:3][O:4][CH2:5][C:6]1[CH:11]=[CH:10][CH:9]=[CH:8][CH:7]=1)=[O:81])[CH2:76][CH:77]([CH3:79])[CH3:78])=[O:73])[CH2:63][O:64][CH2:65][C:66]1[CH:71]=[CH:70][CH:69]=[CH:68][CH:67]=1)=[O:60])[CH3:58])=[O:55]. Reported procedure: By using 2.56 g of Boc-Ser(Bzl)-Thr(Bzl)-Glu-OBzl and 2.00 g of Boc-Gly-Ala-Ser(Bzl)-Leu-NHNH2, and the same procedure as in Reference Example 7 was repeated to obtain 3.13 g (yield: 76.8%) of the above-mentioned objective product.